From a dataset of the Open Reaction Database (ORD), a public repository of structured organic reaction records. describe an organic reaction: reactants, conditions, products, and yield Yields the product O=[N+]([O-])c1ccc(Br)c(CBr)c1. RXN SMILES: [Br:1][c:2]1[c:3]([CH3:11])[cH:4][c:5]([N+:8](=[O:9])[O-:10])[cH:6][cH:7]1.[C:12]([O:13][O:14][C:15](=[O:16])[c:17]1[cH:18][cH:19][cH:20][cH:21][cH:22]1)(=[O:23])[c:24]1[cH:25][cH:26][cH:27][cH:28][cH:29]1.[Cl:38][C:39]([Cl:40])([Cl:41])[Cl:42].[O:30]=[C:31]1[N:32]([Br:37])[C:33](=[O:34])[CH2:35][CH2:36]1>>[Br:1][c:2]1[c:3]([CH2:11][Br:37])[cH:4][c:5]([N+:8](=[O:9])[O-:10])[cH:6][cH:7]1. Reactants: Cc1cc([N+](=O)[O-])ccc1Br, O=C(OOC(=O)c1ccccc1)c1ccccc1, ClC(Cl)(Cl)Cl, O=C1CCC(=O)N1Br. The reactants are ClC1=C(CN2CC(CC2)N(C)C)C=C(C=C1)[N+](=O)[O-] ([1-(2-Chloro-5-nitro-benzyl)-pyrrolidin-3-yl]-dimethyl-amine), Cl[Sn]Cl (SnCl2). The solvent is CCO (EtOH). Run at temperature 80 celsius. Yields the product NC=1C=CC(=C(CN2CC(CC2)N(C)C)C1)Cl ([1-(5-amino-2-chloro-benzyl)-pyrrolidin-3-yl]-dimethyl-amine). RXN SMILES: [Cl:1][C:2]1[CH:16]=[CH:15][C:14]([N+:17]([O-])=O)=[CH:13][C:3]=1[CH2:4][N:5]1[CH2:9][CH2:8][CH:7]([N:10]([CH3:12])[CH3:11])[CH2:6]1.Cl[Sn]Cl>CCO>[NH2:17][C:14]1[CH:15]=[CH:16][C:2]([Cl:1])=[C:3]([CH:13]=1)[CH2:4][N:5]1[CH2:9][CH2:8][CH:7]([N:10]([CH3:11])[CH3:12])[CH2:6]1. Procedure: [1-(2-Chloro-5-nitro-benzyl)-pyrrolidin-3-yl]-dimethyl-amine (Step e, 7 g, 24.7 mmol, 1.0 eq.) was dissolved into EtOH (400 ml). SnCl2 (14 g, 74.1 mmol, 3.0 eq.) was added and the reaction was heated to 80° C. for 18 h. The mixture was cooled down to RT and quenched with 1N K2CO3 (aq.) until bubbling had ceased. The white solids that had formed were filtered over Celite® and washed with EtOH. The filtrate was concentrated and redissolved in EtOAc (100 mL). Washed with 2 N NaOH (50 ml) and 2N NaO...